From a dataset of the Open Reaction Database (ORD), a public repository of structured organic reaction records. describe an organic reaction: reactants, conditions, products, and yield Starting materials: ClCCCl, ClCCl, C=C(CN1CCCCC1)c1ccc2c(c1)CCCC2N, Cc1ccc(S(=O)(=O)N2C=CNC(=O)C2CC(=O)O)cc1, On1nnc2ccccc21. Yields the product C=C(CN1CCCCC1)c1ccc2c(c1)CCCC2NC(=O)CC1C(=O)NC=CN1S(=O)(=O)c1ccc(C)cc1. RXN SMILES: [CH2:42]([Cl:43])[CH2:44][Cl:45].[Cl:56][CH2:57][Cl:58].[N:22]1([CH2:28][C:29](=[CH2:30])[c:31]2[cH:32][c:33]3[c:38]([cH:39][cH:40]2)[CH:37]([NH2:41])[CH2:36][CH2:35][CH2:34]3)[CH2:23][CH2:24][CH2:25][CH2:26][CH2:27]1.[O:1]=[C:2]1[CH:3]([CH2:18][C:19](=[O:20])[OH:21])[N:4]([S:8](=[O:9])(=[O:10])[c:11]2[cH:12][cH:13][c:14]([CH3:17])[cH:15][cH:16]2)[CH:5]=[CH:6][NH:7]1.[OH:46][n:47]1[c:48]2[c:49]([cH:50][cH:51][cH:52][cH:53]2)[n:54][n:55]1>>[O:1]=[C:2]1[CH:3]([CH2:18][C:19](=[O:21])[NH:41][CH:37]2[CH2:36][CH2:35][CH2:34][c:33]3[cH:32][c:31]([C:29]([CH2:28][N:22]4[CH2:23][CH2:24][CH2:25][CH2:26][CH2:27]4)=[CH2:30])[cH:40][cH:39][c:38]32)[N:4]([S:8](=[O:9])(=[O:10])[c:11]2[cH:12][cH:13][c:14]([CH3:17])[cH:15][cH:16]2)[CH:5]=[CH:6][NH:7]1. Starting materials: OB(O)c1ccccc1 (effective_coupling_partner), COc2nc(OC)nc(Oc1ccccc1OC)n2 (substrate). The reagents and catalysts are dppf. Reaction conditions: temperature 110 celsius, time 24 hour. Yields the product COc1ccccc1c2ccccc2. Product: N(N)C1=NC2=C(C(=NC1)C1=CC=CC=C1)C=C(C=C2)C (2-hydrazino-7-methyl-5-phenyl-3H-1,4-benzodiazepine). Procedure details: To a mixture of 2.5 parts of 2-amino-7-methyl-5-phenyl-3H-1,4-benzodiazepine, 100 parts by volume of methanol and 1.2 parts of glacial acetic acid is added 2.5 parts of 100% hydrazine hydrate. The mixture is stirred for 1 hour at room temperature and treated in a similar manner to Example 1, whereby 2-hydrazino-7-methyl-5-phenyl-3H-1,4-benzodiazepine is yielded as crystals. Recrystallization from a mixture of chloroform and diethyl ether affords colorless crystals melting at 240° C to 241° (deco... Reaction SMILES: [NH2:1][C:2]1[CH2:8][N:7]=[C:6]([C:9]2[CH:14]=[CH:13][CH:12]=[CH:11][CH:10]=2)[C:5]2[CH:15]=[C:16]([CH3:19])[CH:17]=[CH:18][C:4]=2[N:3]=1.CO.O.[NH2:23]N>C(O)(=O)C>[NH:1]([C:2]1[CH2:8][N:7]=[C:6]([C:9]2[CH:10]=[CH:11][CH:12]=[CH:13][CH:14]=2)[C:5]2[CH:15]=[C:16]([CH3:19])[CH:17]=[CH:18][C:4]=2[N:3]=1)[NH2:23] |f:2.3|. Starting materials: NC1=NC2=C(C(=NC1)C1=CC=CC=C1)C=C(C=C2)C (2-amino-7-methyl-5-phenyl-3H-1,4-benzodiazepine), CO (methanol), O.NN (hydrazine hydrate). The solvent is C(C)(=O)O (acetic acid). Run at time 1 hour. Reactants: O=C(Cl)CBr, CC1(C)C(=O)Nc2ccccc21, S=C=S. The product is CC1(C)C(=O)Nc2cc(C(=O)CBr)ccc21. RXN SMILES: [Br:1][CH2:2][C:3](=[O:4])[Cl:5].[CH3:6][C:7]1([CH3:17])[C:8](=[O:16])[NH:9][c:10]2[cH:11][cH:12][cH:13][cH:14][c:15]21.[S:18]=[C:19]=[S:20]>>[Br:1][CH2:2][C:3](=[O:4])[c:12]1[cH:11][c:10]2[c:15]([cH:14][cH:13]1)[C:7]([CH3:6])([CH3:17])[C:8](=[O:16])[NH:9]2. Starting materials: N(N)=C(C=NO)C1=CC=CC=C1 (hydrazono-phenyl-acetaldehyde oxime), C(C)(OC)(OC)OC (trimethyl orthoacetate), C1(=CC=C(C=C1)S(=O)(=O)O)C (p-toluenesulfonic acid), C(C)(OC)(OC)OC (trimethyl orthoacetate). Solvent: ClCCl (dichloromethane). Reaction conditions: temperature 130 celsius, time 18 hour. Yields the product CC=1N=NC(=C[N+]1[O-])C1=CC=CC=C1 (3-Methyl-6-phenyl-[1,2,4]triazine-4-oxide). The yield is 36.6%. As a reaction SMILES: [N:1](=[C:3]([C:7]1[CH:12]=[CH:11][CH:10]=[CH:9][CH:8]=1)[CH:4]=[N:5][OH:6])[NH2:2].[C:13](OC)(OC)(OC)[CH3:14].C1(C)C=CC(S(O)(=O)=O)=CC=1>ClCCl>[CH3:13][C:14]1[N:2]=[N:1][C:3]([C:7]2[CH:12]=[CH:11][CH:10]=[CH:9][CH:8]=2)=[CH:4][N+:5]=1[O-:6]. Procedure details: To a solution of hydrazono-phenyl-acetaldehyde oxime (28 g, 168 mmol) at room temperature under nitrogen in dichloromethane (300 ml) was added trimethyl orthoacetate (19 ml, 168 mmol) and p-toluenesulfonic acid (1.6 g, 8.4 mmol). The reaction mixture was stirred for 18 h and then concentrated in vacuo. Xylene (300 ml) was added followed by trimethyl orthoacetate (19 ml, 168 mmol) and the mixture heated to 130° C. for 2 h. The reaction mixture was evaporated in vacuo. The residue was purified by ... Starting materials: CSC(=CC(=O)C1=NC=CC=C1)SC (3,3-bis(methylthio)-1-(2-pyridinyl)-2-propen-1-one), CSC(=CC(=O)C1=NC=CC=C1)SC (3,3-bis(methylthio)-1-(2-pyridinyl)-2-propen-1-one), C(C)(=O)C1=CC=CC=C1 (acetophenone), CC(C)([O-])C.[K+] (potassium tert-butoxide). The solvent is C1CCOC1 (THF). Reaction conditions: temperature 60 celsius, time 1 hour. The product is C1(=CC=CC=C1)C(C=C(CC(=O)C1=CC=CC=C1)SC)=O (1,5-Diphenyl-3-methylthiopent-2-en-1,5-dione). RXN SMILES: CS[C:3]([S:13][CH3:14])=[CH:4][C:5]([C:7]1[CH:12]=[CH:11][CH:10]=[CH:9]N=1)=[O:6].[C:15]([C:18]1[CH:23]=[CH:22][CH:21]=[CH:20][CH:19]=1)(=[O:17])[CH3:16].[CH3:24]C(C)([O-])C.[K+]>C1COCC1>[C:7]1([C:5](=[O:6])[CH:4]=[C:3]([S:13][CH3:14])[CH2:16][C:15]([C:18]2[CH:23]=[CH:22][CH:21]=[CH:20][CH:19]=2)=[O:17])[CH:24]=[CH:9][CH:10]=[CH:11][CH:12]=1 |f:2.3|. Reported procedure: Ketene dithioacetal (Product A) (2.0 g, 0.0089 mol) was added to a solution of acetophenone (1.07 g, 0.0089 mol) and potassium tert-butoxide (2.0 g, 0.0178 mol) in dry THF (20 mL). The temperature of the reaction mixture was raised to 60° C. and the mixture was stirred for 1 hour during which time an orange-red precipitate formed. This was collected and added to an ice-cold HCl solution (4% acid) and the oily material which separated allowed to crystallize. The brown solid was collected and recr... The reactants are CC(C)(C)NO, COc1ccc(O)c(C=O)c1. Yields the product COc1ccc(O)c(C=[N+]([O-])C(C)(C)C)c1. As a reaction SMILES: [C:12]([CH3:13])([CH3:14])([CH3:15])[NH:16][OH:17].[OH:1][c:2]1[c:3]([CH:4]=[O:5])[cH:6][c:7]([O:10][CH3:11])[cH:8][cH:9]1>>[OH:1][c:2]1[c:3]([CH:4]=[N+:16]([C:12]([CH3:13])([CH3:14])[CH3:15])[O-:17])[cH:6][c:7]([O:10][CH3:11])[cH:8][cH:9]1. Reactants: C(C)OC(=O)N1CCC(CC1)=O (1-Ethoxycarbonyl-4-piperidinone), CN(C)CC(=C)C (2-[(Dimethylamino)methyl]propene), C(CCC)[Li] (butyl lithium), C(=O)=O (dry-ice), ice. Run in C1CCOC1 (THF), C1CCOC1 (THF). Conditions: time 8 hour. Product: C(C)OC(=O)N1CCC(CC1)(CC(=C)CN(C)C)O (1-Ethoxycarbonyl-4-hydroxy-4-[2-(dimethylaminomethyl)-2-propenyl]piperidine). Isolated yield 104.7%. Reaction SMILES: [CH3:1][N:2]([CH2:4][C:5]([CH3:7])=[CH2:6])[CH3:3].C([Li])CCC.C(=O)=O.[CH2:16]([O:18][C:19]([N:21]1[CH2:26][CH2:25][C:24](=[O:27])[CH2:23][CH2:22]1)=[O:20])[CH3:17]>C1COCC1>[CH2:16]([O:18][C:19]([N:21]1[CH2:22][CH2:23][C:24]([OH:27])([CH2:6][C:5]([CH2:4][N:2]([CH3:3])[CH3:1])=[CH2:7])[CH2:25][CH2:26]1)=[O:20])[CH3:17]. Reported procedure: 2-[(Dimethylamino)methyl]propene (29.75 g, 300 mmol) in anhydrous THF (300 ml) was cooled to -78° and butyl lithium (2.5M, 120 ml, 300 mmol) was added dropwise, the temperature of addition being maintained below 0°. The dry-ice bath was replaced by an ice-bath and the reaction mixture maintained at 0° for 3 hours and then cooled to -78°. 1-Ethoxycarbonyl-4-piperidinone (25.68 g, 150 mmol) in anhydrous THF (50 ml) was added dropwise and the reaction mixture maintained at -78° for 1.5 hours and th...